This data is from the Open Reaction Database (ORD), a public repository of structured organic reaction records. The task is: describe an organic reaction: reactants, conditions, products, and yield Reactants: CCCCc1ncc(C#N)c(NCc2ccc(-c3ccccc3-c3nnn[nH]3)cc2)n1, CC(=O)O, [K+], [OH-]. The product is CCCCc1ncc(C(N)=O)c(NCc2ccc(-c3ccccc3-c3nnn[nH]3)cc2)n1. Reaction SMILES: [CH2:1]([CH2:2][CH2:3][CH3:4])[c:5]1[n:6][cH:7][c:8]([C:30]#[N:31])[c:9]([NH:11][CH2:12][c:13]2[cH:14][cH:15][c:16](-[c:19]3[c:20](-[c:25]4[n:26][n:27][n:28][nH:29]4)[cH:21][cH:22][cH:23][cH:24]3)[cH:17][cH:18]2)[n:10]1.[CH3:32][C:33]([OH:34])=[O:35].[K+:37].[OH-:36]>>[CH2:1]([CH2:2][CH2:3][CH3:4])[c:5]1[n:6][cH:7][c:8]([C:30]([NH2:31])=[O:34])[c:9]([NH:11][CH2:12][c:13]2[cH:14][cH:15][c:16](-[c:19]3[c:20](-[c:25]4[n:26][n:27][n:28][nH:29]4)[cH:21][cH:22][cH:23][cH:24]3)[cH:17][cH:18]2)[n:10]1. The reactants are O=C(O)c1ccc(=O)n(C2CC2)c1, CC(N)C(N)(c1ccc(F)cc1)c1ccc(F)nc1. Yields the product CC1NC(c2ccc(=O)n(C3CC3)c2)=NC1(c1ccc(F)cc1)c1ccc(F)nc1. Reaction SMILES: [CH:20]1([n:23]2[c:24](=[O:32])[cH:25][cH:26][c:27]([C:29]([OH:30])=[O:31])[cH:28]2)[CH2:21][CH2:22]1.[F:1][c:2]1[cH:3][cH:4][c:5]([C:8]([CH:9]([CH3:10])[NH2:11])([NH2:12])[c:13]2[cH:14][n:15][c:16]([F:19])[cH:17][cH:18]2)[cH:6][cH:7]1>>[F:1][c:2]1[cH:3][cH:4][c:5]([C:8]2([c:13]3[cH:14][n:15][c:16]([F:19])[cH:17][cH:18]3)[CH:9]([CH3:10])[NH:11][C:29]([c:27]3[cH:26][cH:25][c:24](=[O:32])[n:23]([CH:20]4[CH2:21][CH2:22]4)[cH:28]3)=[N:12]2)[cH:6][cH:7]1. Starting materials: FC=1C=C(C=C(C1)F)/C=C/C(=O)O ((E)-3-(3,5-difluorophenyl)acrylic acid). Reagents/catalysts: [Pd] (palladium on activated charcoal). The solvent is C(C)(=O)OCC (ethyl acetate), C(C)O (ethyl alcohol). Reaction conditions: time 6 hour. Yields the product FC=1C=C(C=C(C1)F)CCC(=O)O (3-(3,5-difluorophenyl)propanoic acid). Yield: 98.9%. As a reaction SMILES: [F:1][C:2]1[CH:3]=[C:4](/[CH:9]=[CH:10]/[C:11]([OH:13])=[O:12])[CH:5]=[C:6]([F:8])[CH:7]=1>[Pd].C(OCC)(=O)C.C(O)C>[F:1][C:2]1[CH:3]=[C:4]([CH2:9][CH2:10][C:11]([OH:13])=[O:12])[CH:5]=[C:6]([F:8])[CH:7]=1. Procedure details: To palladium on activated charcoal (10 wt %, 2.5 g) was added a solution of (E)-3-(3,5-difluorophenyl)acrylic acid (25 g) in a mixture of ethyl acetate (100 mL) and ethyl alcohol (400 mL). The mixture was put on hydrogenator on 50 psi for 6 h. The catalyst was filtered and the solvent was removed to give 25.0 g the title compound (99% yield): 1H NMR (CDCl3, 500 MHz) δ 2.67 (2H, t, J=10 Hz), 2.93 (2H, t, J=10 Hz), 6.65 (1H, m), 6.72 (2H, m). Reactants: FC(CCO)(F)F (3,3,3-trifluoropropan-1-ol), C1(=CC=C(C=C1)S(=O)(=O)Cl)C (p-toluenesulfonyl chloride). Reagents/catalysts: CN(C1=CC=NC=C1)C (4-(dimethylamino)pyridine). Run in C(Cl)Cl (CH2Cl2), N1=CC=CC=C1 (pyridine). Run at time 72 hour. Product: CC1=CC=C(C=C1)S(=O)(=O)OCCC(F)(F)F (3,3,3-trifluoropropyl 4-methylbenzenesulfonate). Yield: 68.0%. RXN SMILES: [F:1][C:2]([F:7])([F:6])[CH2:3][CH2:4][OH:5].[C:8]1([CH3:18])[CH:13]=[CH:12][C:11]([S:14](Cl)(=[O:16])=[O:15])=[CH:10][CH:9]=1>C(Cl)Cl.N1C=CC=CC=1.CN(C)C1C=CN=CC=1>[CH3:18][C:8]1[CH:13]=[CH:12][C:11]([S:14]([O:5][CH2:4][CH2:3][C:2]([F:7])([F:6])[F:1])(=[O:16])=[O:15])=[CH:10][CH:9]=1. Reported procedure: To a solution of 3,3,3-trifluoropropan-1-ol (5.0 g, 43.8 mmol) in CH2Cl2 (25 mL) and pyridine (25 mL) was added 4-(dimethylamino)pyridine (0.27 g, 2.2 mmol) followed by p-toluenesulfonyl chloride (8.4 g, 43.8 mmol). The mixture was allowed to stir at ambient temperature for 72 h then was quenched with 5% aqueous HCl (20 mL). The layers were separated and the aqueous phase was extracted with CH2Cl2 (3×7 mL). The combined organic extracts were dried over Na2SO4, filtered, and concentrated under re... Reactants: C1(=CC=CC=C1)P(=O)(Cl)Cl (Phenylphosphonic dichloride), Cl (HCl), C1CCOC1 (THF), C(=C)[Mg]Br (Vinylmagnesium bromide). Run in CCOCC (Et2O). Run at temperature -78 celsius, time 2 hour. The product is C1(=CC=CC=C1)P(C=C)(C=C)=O (phenyl(divinyl)phosphine oxide). As a reaction SMILES: [C:1]1([P:7](Cl)(Cl)=[O:8])[CH:6]=[CH:5][CH:4]=[CH:3][CH:2]=1.[CH2:11]1[CH2:15]OCC1.[CH:16]([Mg]Br)=[CH2:17].Cl>CCOCC>[C:1]1([P:7](=[O:8])([CH:16]=[CH2:17])[CH:11]=[CH2:15])[CH:6]=[CH:5][CH:4]=[CH:3][CH:2]=1. Procedure details: Phenylphosphonic dichloride (2.00 g, 10.26 mmol) was taken up in 1:1 THF:Et2O (100 mL) and cooled to −78° C. Vinylmagnesium bromide (21.54 mL, 21.54 mmol, 1.0 M in THF) was added dropwise. After stirring for 2 h at −78° C., the cold reaction was poured into 2 N HCl, and the mixture was extracted with EtOAc (2×). The combined organic extracts were washed with brine, dried (MgSO4), and evaporated to a yellow oil. Flash chromatography (0-10% MeOH/EtOAc) afforded phenyl(divinyl)phosphine oxide as a ... The reactants are NC1=C(C(C2=CC(=CC=C2)NC(=O)OC(C)(C)C)O)C=C(C=C1)OCCCC1=CC=CC=C1 (2-amino-α-(3-tert-butoxycarbonylaminophenyl)-5-(3-phenylpropyloxy)benzyl alcohol), C(C1=CC=CC=C1)OC1=CC=C(C=O)C=C1 (4-benzyloxybenzaldehyde), C(C)(=O)O (acetic acid), [BH4-].C(#N)[Na] (cyano sodium borohydride). The solvent is CO (methanol). Run at temperature 60 celsius, time 30 minute. The product is C1(=CC=CC=C1)CCCOC=1C=CC=C(CO)C1 (5-(3-phenylpropyloxy)benzyl alcohol), product. Reaction SMILES: N[C:2]1[CH:23]=[CH:22][C:21]([O:24][CH2:25][CH2:26][CH2:27][C:28]2[CH:33]=[CH:32][CH:31]=[CH:30][CH:29]=2)=[CH:20][C:3]=1[CH:4]([OH:19])C1C=CC=C(NC(OC(C)(C)C)=O)C=1.C(OC1C=CC(C=O)=CC=1)C1C=CC=CC=1.C(O)(=O)C.[BH4-].C([Na])#N>CO>[C:28]1([CH2:27][CH2:26][CH2:25][O:24][C:21]2[CH:22]=[CH:23][CH:2]=[C:3]([CH:20]=2)[CH2:4][OH:19])[CH:29]=[CH:30][CH:31]=[CH:32][CH:33]=1 |f:3.4|. Procedure details: In methanol (12 ml) were dissolved 2-amino-α-(3-tert-butoxycarbonylaminophenyl)-5-(3-phenylpropyloxy)benzyl alcohol (0.7 g), 4-benzyloxybenzaldehyde (0.38 g) and acetic acid (0.1 g). To the solution was added cyano sodium borohydride (0.11 g). The mixture was stirred for 30 minutes at 60° C. The reaction mixture was concentrated, to which were added ethyl acetate (50 ml) and water (100 ml). The organic layer was washed with water and dried over anhydrous sodium sulfate. The solvent was distilled... The reactants are P(=O)(OCC)(OCC)Cl (diethyl chlorophosphate), [H-].[Na+] (sodium hydride), oil, C(C)C(C(=O)[O-])(C(=O)[O-])CC (Diethylmalonate), C1CCOC1 (THF), ClC=1C=CC2=C(C(=NCC(N2)=O)C2=C(C=CC=C2)Cl)C1 (7-chloro-5-(2-chlorophenyl)-1,3-dihydro-2H-1,4-benzodiazepin-2-one), C1CCOC1 (THF). Run at time 30 minute. Yields the product C(C)OC(C(C(=O)OCC)=C1NC2=C(C(=NC1)C1=C(C=CC=C1)Cl)C=C(C=C2)Cl)=O (7-Chloro-5-(2-chlorophenyl)-1,3-dihydro-2 H-1,4-benzodiazepin-2-ylidenepropanedioic acid diethyl ester). As a reaction SMILES: C([C:3]([CH2:10][CH3:11])([C:7]([O-:9])=[O:8])[C:4]([O-:6])=[O:5])C.[H-].[Na+].P(Cl)(OCC)(O[CH2:17][CH3:18])=O.[Cl:23][C:24]1[CH:25]=[CH:26][C:27]2[NH:33]C(=O)C[N:30]=[C:29]([C:35]3[CH:40]=[CH:39][CH:38]=[CH:37][C:36]=3[Cl:41])[C:28]=2[CH:42]=1.[CH2:43]1COC[CH2:44]1>>[CH2:17]([O:9][C:7](=[O:8])[C:3](=[C:10]1[CH2:11][N:30]=[C:29]([C:35]2[CH:40]=[CH:39][CH:38]=[CH:37][C:36]=2[Cl:41])[C:28]2[CH:42]=[C:24]([Cl:23])[CH:25]=[CH:26][C:27]=2[NH:33]1)[C:4]([O:6][CH2:43][CH3:44])=[O:5])[CH3:18] |f:1.2|. Procedure details: Diethylmalonate (45.55 ml) was added to THF (200 ml). The mixture was maintained at room temperature with a wet ice bath while sodium hydride (14 g of a 60% oil dispersion) was added portionwise over 1 hr. To the resulting suspension, diethyl chlorophosphate (14.45 ml) was added dropwise over 50 minutes. After a 30 minute agitation cycle, a THF solution of 7-chloro-5-(2-chlorophenyl)-1,3-dihydro-2H-1,4-benzodiazepin-2-one (15.25 g) was added dropwise over 20 minutes. The resulting solution was a... Reactants: O=C([O-])O, CCO, Cl, Nc1ccc(Oc2ccnc3[nH]ccc23)c(F)c1, Nc1nc(Cl)cc(C2CCCN(C(=O)OCc3ccccc3)C2)n1, [Na+], O. Yields the product Nc1nc(Nc2ccc(Oc3ccnc4[nH]ccc34)c(F)c2)cc(C2CCCN(C(=O)OCc3ccccc3)C2)n1. RXN SMILES: [C:44](=[O:45])([OH:46])[O-:47].[CH3:50][CH2:51][OH:52].[ClH:43].[F:25][c:26]1[cH:27][c:28]([NH2:29])[cH:30][cH:31][c:32]1[O:33][c:34]1[c:35]2[c:36]([n:37][cH:38][cH:39]1)[nH:40][cH:41][cH:42]2.[NH2:1][c:2]1[n:3][c:4]([Cl:24])[cH:5][c:6]([CH:8]2[CH2:9][N:10]([C:14](=[O:15])[O:16][CH2:17][c:18]3[cH:19][cH:20][cH:21][cH:22][cH:23]3)[CH2:11][CH2:12][CH2:13]2)[n:7]1.[Na+:48].[OH2:49]>>[NH2:1][c:2]1[n:3][c:4]([NH:29][c:28]2[cH:27][c:26]([F:25])[c:32]([O:33][c:34]3[c:35]4[c:36]([n:37][cH:38][cH:39]3)[nH:40][cH:41][cH:42]4)[cH:31][cH:30]2)[cH:5][c:6]([CH:8]2[CH2:9][N:10]([C:14](=[O:15])[O:16][CH2:17][c:18]3[cH:19][cH:20][cH:21][cH:22][cH:23]3)[CH2:11][CH2:12][CH2:13]2)[n:7]1. Reactants: CC1=C(C(=CC(=C1)CCC(C1=C2C[C@@H]3[C@H](C2=C(S1)C)C3(C)C)=O)C)CCC(=O)O (3-{2,6-dimethyl-4-[3-oxo-3-((1aS,5aR)-1,1,2-trimethyl-1,1a,5,5a-tetrahydro-3-thia-cyclopropa[a]pentalen-4-yl)-propyl]-phenyl}-propionic acid), CN(C)C(=[N+](C)C)ON1C2=C(C=CC=C2)N=N1.[B-](F)(F)(F)F (TBTU), CCN(C(C)C)C(C)C (DIPEA), C(O)CN (ethanolamine). Run in CN(C)C=O (DMF), C(C)#N (acetonitril), C(=O)O (formic acid). Conditions: time 16 hour. Product: CC1=C(C(=CC(=C1)CCC(C1=C2C[C@@H]3[C@H](C2=C(S1)C)C3(C)C)=O)C)CCC(=O)NCCO (3-{2,6-dimethyl-4-[3-oxo-3-((1aS,5aR)-1,1,2-trimethyl-1,1a,5,5a-tetrahydro-3-thia-cyclopropa[a]pentalen-4-yl)-propyl]-phenyl}-N-(2-hydroxy-ethyl)-propionamide). Yield: 70.1%. As a reaction SMILES: [CH3:1][C:2]1[CH:7]=[C:6]([CH2:8][CH2:9][C:10](=[O:23])[C:11]2[S:18][C:17]([CH3:19])=[C:16]3[C:12]=2[CH2:13][C@H:14]2[C:20]([CH3:22])([CH3:21])[C@H:15]23)[CH:5]=[C:4]([CH3:24])[C:3]=1[CH2:25][CH2:26][C:27]([OH:29])=O.CN(C(ON1N=NC2C=CC=CC1=2)=[N+](C)C)C.[B-](F)(F)(F)F.CCN(C(C)C)C(C)C.[CH2:61]([CH2:63][NH2:64])[OH:62]>CN(C=O)C.C(#N)C.C(O)=O>[CH3:24][C:4]1[CH:5]=[C:6]([CH2:8][CH2:9][C:10](=[O:23])[C:11]2[S:18][C:17]([CH3:19])=[C:16]3[C:12]=2[CH2:13][C@H:14]2[C:20]([CH3:22])([CH3:21])[C@H:15]23)[CH:7]=[C:2]([CH3:1])[C:3]=1[CH2:25][CH2:26][C:27]([NH:64][CH2:63][CH2:61][OH:62])=[O:29] |f:1.2|. Reported procedure: To a solution of 3-{2,6-dimethyl-4-[3-oxo-3-((1aS,5aR)-1,1,2-trimethyl-1,1a,5,5a-tetrahydro-3-thia-cyclopropa[a]pentalen-4-yl)-propyl]-phenyl}-propionic acid (10 mg, 22 μmol) in DMF (0.5 mL), TBTU (8 mg, 24 μmol) and DIPEA (10 mg, 72.6 μmol) is added. The mixture is stirred at rt for 5 min before ethanolamine (7 mg, 110 μmol) is added. Stirring is continued for 16 h at rt. The mixture is diluted with acetonitril (0.5 mL) and formic acid (25 μL) and separated by prep. HPLC (Waters SymmetryC18 19×... Reactants: O=[N+]([O-])c1cc(Br)ccc1O, C1CCOC1, OC1CCCC1, c1ccc(P(c2ccccc2)c2ccccc2)cc1. The product is O=[N+]([O-])c1cc(Br)ccc1OC1CCCC1. Reaction SMILES: [Br:1][c:2]1[cH:3][c:4]([N+:9](=[O:10])[O-:11])[c:5]([OH:8])[cH:6][cH:7]1.[CH2:37]1[O:38][CH2:39][CH2:40][CH2:41]1.[OH:12][CH:13]1[CH2:14][CH2:15][CH2:16][CH2:17]1.[c:18]1([P:19]([c:20]2[cH:21][cH:22][cH:23][cH:24][cH:25]2)[c:26]2[cH:27][cH:28][cH:29][cH:30][cH:31]2)[cH:32][cH:33][cH:34][cH:35][cH:36]1>>[Br:1][c:2]1[cH:3][c:4]([N+:9](=[O:10])[O-:11])[c:5]([O:8][CH:13]2[CH2:14][CH2:15][CH2:16][CH2:17]2)[cH:6][cH:7]1.